From a dataset of the Open Reaction Database (ORD), a public repository of structured organic reaction records. describe an organic reaction: reactants, conditions, products, and yield The reactants are C1(C2=C(C(=O)O1)CCCC2)=O (3,4,5,6-tetrahydrophthalic anhydride), ClC1=NC=C(C=C1)[N+](=O)[O-] (2-chloro-5-nitropyridine), ClC1=CC=C(CO)C=C1 (4-chlorobenzyl alcohol). Product: NC=1C=CC(=NC1)OCC1=CC=C(C=C1)Cl (5-amino-2-(4-chlorobenzyloxy)pyridine), ClC1=CC=C(COC2=NC=C(C=C2)N2C(C3=C(C2=O)CCCC3)=O)C=C1 (N-[2-(4-chlorobenzyloxy)-5-pyridyl]-3,4,5,6-tetrahydrophthalimide). As a reaction SMILES: Cl[C:2]1[CH:7]=[CH:6][C:5]([N+:8]([O-])=O)=[CH:4][N:3]=1.[Cl:11][C:12]1[CH:19]=[CH:18][C:15]([CH2:16][OH:17])=[CH:14][CH:13]=1.[C:20]1(=O)[O:25][C:23](=[O:24])[C:22]2[CH2:26][CH2:27][CH2:28][CH2:29][C:21]1=2>>[NH2:8][C:5]1[CH:6]=[CH:7][C:2]([O:17][CH2:16][C:15]2[CH:18]=[CH:19][C:12]([Cl:11])=[CH:13][CH:14]=2)=[N:3][CH:4]=1.[Cl:11][C:12]1[CH:19]=[CH:18][C:15]([CH2:16][O:17][C:2]2[CH:7]=[CH:6][C:5]([N:8]3[C:23](=[O:24])[C:22]4[CH2:26][CH2:27][CH2:28][CH2:29][C:21]=4[C:20]3=[O:25])=[CH:4][N:3]=2)=[CH:14][CH:13]=1. Reported procedure: The compound, 5-amino-2-(4-chlorobenzyloxy)pyridine is prepared from 2-chloro-5-nitropyridine and 4-chlorobenzyl alcohol and then reacted with 3,4,5,6-tetrahydrophthalic anhydride using the procedure of Example 1 to yield N-[2-(4-chlorobenzyloxy)-5-pyridyl]-3,4,5,6-tetrahydrophthalimide. Reactants: OCCCOC1=CC=C(C=C1)C1=CC(N(C=C1)CCC(C(=O)NOC1OCCCC1)(S(=O)(=O)C)C)=O (4-(4-(4-(3-hydroxypropoxy)phenyl)-2-oxopyridin-1 (2H)-yl)-2-methyl-2-(methylsulfonyl)-N-(tetrahydro-2H-pyran-2-yloxy)butanamide), Cl (hydrogen chloride). Solvent: O1CCOCC1 (dioxane), CO (methanol). Conditions: time 30 minute. Product: ONC(C(CCN1C(C=C(C=C1)C1=CC=C(C=C1)OCCCO)=O)(S(=O)(=O)C)C)=O (N-hydroxy-4-{4-[4-(3-hydroxypropoxy)phenyl]-2-oxopyridin-1(2H)-yl}-2-methyl-2-(methylsulfonyl)butanamide). The yield is 20.6%. As a reaction SMILES: [OH:1][CH2:2][CH2:3][CH2:4][O:5][C:6]1[CH:11]=[CH:10][C:9]([C:12]2[CH:17]=[CH:16][N:15]([CH2:18][CH2:19][C:20]([CH3:35])([S:31]([CH3:34])(=[O:33])=[O:32])[C:21]([NH:23][O:24]C3CCCCO3)=[O:22])[C:14](=[O:36])[CH:13]=2)=[CH:8][CH:7]=1.Cl>O1CCOCC1.CO>[OH:24][NH:23][C:21](=[O:22])[C:20]([CH3:35])([S:31]([CH3:34])(=[O:33])=[O:32])[CH2:19][CH2:18][N:15]1[CH:16]=[CH:17][C:12]([C:9]2[CH:10]=[CH:11][C:6]([O:5][CH2:4][CH2:3][CH2:2][OH:1])=[CH:7][CH:8]=2)=[CH:13][C:14]1=[O:36]. Reported procedure: To 4-(4-(4-(3-hydroxypropoxy)phenyl)-2-oxopyridin-1 (2H)-yl)-2-methyl-2-(methylsulfonyl)-N-(tetrahydro-2H-pyran-2-yloxy)butanamide (120 mg, 0.230 mmol) was added 4 N hydrogen chloride in dioxane (5.0 mL) and methanol (0.50 mL). The reaction was stirred for 30 minutes and then evaporated in vacuo onto silica gel. Chromatography on silica gel with a dichloromethane-methanol gradient (1%-25%) gave the title compound as a white foam (20.8 mg, 20.1%). 1H NMR: 400 MHz, (CD3OD) δ ppm 1.71 (s, 3H), 2.06... Starting materials: C(C(=O)C1=CC=CC=C1)Cl (Phenacyl chloride), chlorohydrin, CN(C=O)C (dimethyl formamide), [Cl-].[NH4+] (ammonium chloride), N1N=NC=C1.[Na] (sodium triazole), [Mg] (magnesium), C(C1=CC=CC=C1)Cl (Benzyl chloride), [Mg] (magnesium). Solvent: C(C)OCC (diethyl ether), C(C)OCC (diethyl ether). Run at time 2 hour. The product is N1(N=CN=C1)CC(CC1=CC=CC=C1)(O)C1=CC=CC=C1 (1-(1,2,4-Triazol-1-yl)-2,3-diphenyl-propan-2-ol). As a reaction SMILES: [CH2:1](Cl)[C:2]1[CH:7]=[CH:6][CH:5]=[CH:4][CH:3]=1.[Mg].[CH2:10](Cl)[C:11]([C:13]1[CH:18]=[CH:17][CH:16]=[CH:15][CH:14]=1)=[O:12].[Cl-].[NH4+].N1C=[CH:25][N:24]=[N:23]1.[Na].[CH3:28][N:29](C)C=O>C(OCC)C>[N:24]1([CH2:10][C:11]([C:13]2[CH:18]=[CH:17][CH:16]=[CH:15][CH:14]=2)([OH:12])[CH2:1][C:2]2[CH:7]=[CH:6][CH:5]=[CH:4][CH:3]=2)[CH:25]=[N:29][CH:28]=[N:23]1 |f:3.4,5.6,^1:26|. Procedure details: Benzyl chloride (0.2 mole) was dissolved in dry diethyl ether (200 ml) and added dropwise to magnesium turnings (0.22 g atoms). After all the magnesium had reacted, the solution was refluxed for 1 hour and cooled to room temperature. Phenacyl chloride (0.1 mol) in dry diethyl ether (100 ml) was added dropwise over 1 hour at such a rate as to maintain gentle reflux. The solution was then refluxed for 2 hours, and cooled to room temperature; the mixture was poured into ice and the complex decompos... Starting materials: COC(C)(C)C, Cc1cc2c(c(=O)o1)C(=O)CC(C(C)C)O2, Cl, [Na+], [OH-], O. The product is Cc1cc(O)c(C(=O)C=CC(C)C)c(=O)o1. As a reaction SMILES: [C:21]([O:22][CH3:23])([CH3:24])([CH3:25])[CH3:26].[CH3:1][c:2]1[cH:3][c:4]2[c:9]([c:10](=[O:12])[o:11]1)[C:8](=[O:13])[CH2:7][CH:6]([CH:14]([CH3:15])[CH3:16])[O:5]2.[ClH:20].[Na+:19].[OH-:18].[OH2:17]>>[CH3:1][c:2]1[cH:3][c:4]([OH:5])[c:9]([C:8]([CH:7]=[CH:6][CH:14]([CH3:15])[CH3:16])=[O:13])[c:10](=[O:12])[o:11]1.